From a dataset of the Open Reaction Database (ORD), a public repository of structured organic reaction records. describe an organic reaction: reactants, conditions, products, and yield Starting materials: FC=1C=C(C=C(C1)F)CC(=O)O (3,5-difluorophenylacetic acid), solid, Cl.N[C@@H](C)C(=O)NC1C(N(C2=C(N(C1=O)C1=CC=CC=C1)C=CC=C2)C2=CC=CC=C2)=O (3-(L-Alaninyl)amino-2,4-dioxo-1,5-bis-phenyl-2,3,4,5-tetrahydro-1H-1,5-benzodiazepine hydrochloride). The product is FC=1C=C(C=C(C1)F)CC(=O)N[C@@H](C)C(=O)C1(C(N(C2=C(N(C1=O)C1=CC=CC=C1)C=CC=C2)C2=CC=CC=C2)=O)N (3-[N′-(3,5-Difluorophenylacetyl)-L-alaninyl]-amino-2,4-dioxo-1,5-bis-phenyl-2,3,4,5-tetrahydro-1H-1,5-benzodiazepine). As a reaction SMILES: [F:1][C:2]1[CH:3]=[C:4]([CH2:9][C:10]([OH:12])=O)[CH:5]=[C:6]([F:8])[CH:7]=1.Cl.N[C@H](C([NH:19][CH:20]1[C:26](=[O:27])[N:25]([C:28]2[CH:33]=[CH:32][CH:31]=[CH:30][CH:29]=2)[C:24]2[CH:34]=[CH:35][CH:36]=[CH:37][C:23]=2[N:22]([C:38]2[CH:43]=[CH:42][CH:41]=[CH:40][CH:39]=2)[C:21]1=[O:44])=O)C>>[F:8][C:6]1[CH:5]=[C:4]([CH2:9][C:10]([NH:19][C@H:20]([C:26]([C:20]2([NH2:19])[C:21](=[O:44])[N:22]([C:38]3[CH:39]=[CH:40][CH:41]=[CH:42][CH:43]=3)[C:23]3[CH:37]=[CH:36][CH:35]=[CH:34][C:24]=3[N:25]([C:28]3[CH:33]=[CH:32][CH:31]=[CH:30][CH:29]=3)[C:26]2=[O:27])=[O:27])[CH3:21])=[O:12])[CH:3]=[C:2]([F:1])[CH:7]=1 |f:1.2|. Procedure: Following General Procedure I above using 3,5-difluorophenylacetic acid (Lancaster) and 3-(L-alaninyl)-amino-2,4-dioxo-1,5-bis-phenyl-2,3,4,5-tetrahydro-1H-1,5-benzodiazepine hydrochloride (Example 8-W), the title compound was prepared as a white solid (melting point=139-141° C.). Purification was by flash chromatography eluting with CH2Cl2/EtOAc (1:1). Rf=0.46 (CH2Cl2/EtOAc, 1:1).